Dataset: the Open Reaction Database (ORD), a public repository of structured organic reaction records. Task: describe an organic reaction: reactants, conditions, products, and yield Reactants: C1(=CC=CC=C1)OC(=O)N1C=2C=CC(=CC2C23C(CCCC2(C1C#C\C=C/C#C[Si](C)(C)C)O3)=O)OC (N-[(Phenyloxy)carbonyl]-6-[6-(trimethylsilyl)-3(Z)-hexene-1,5-diynyl]-6a,10a-epoxy-2-methoxy-10-oxo-5,6,6a,7,8,9,10,10a-octahydrophenanthridine), [C-]#N.[K+] (Potassium cyanide). Reagents/catalysts: [N+](=O)([O-])[O-].[Ag+] (Silver nitrate). Solvent: O.CCO.C1CCOC1 (H2O EtOH THF). Run at time 15 minute. The product is C1(=CC=CC=C1)OC(=O)N1C=2C=CC(=CC2C23C(CCCC2(C1C#C\C=C/C#C)O3)=O)OC (N-[(Phenyloxy)carbonyl]-6-[3(Z)-hexene-1,5-diynyl]-6a,10a-epoxy-2-methoxy-10-oxo-5,6,6a,7,8,9,10,10a,-octahydrophenanthridine). The yield is 87.0%. Reaction SMILES: [C:1]1([O:7][C:8]([N:10]2[CH:23]([C:24]#[C:25]/[CH:26]=[CH:27]\[C:28]#[C:29][Si](C)(C)C)[C:22]34[O:34][C:17]3([C:18](=[O:35])[CH2:19][CH2:20][CH2:21]4)[C:16]3[CH:15]=[C:14]([O:36][CH3:37])[CH:13]=[CH:12][C:11]2=3)=[O:9])[CH:6]=[CH:5][CH:4]=[CH:3][CH:2]=1.[C-]#N.[K+]>O.CCO.C1COCC1.[N+]([O-])([O-])=O.[Ag+]>[C:1]1([O:7][C:8]([N:10]2[CH:23]([C:24]#[C:25]/[CH:26]=[CH:27]\[C:28]#[CH:29])[C:22]34[O:34][C:17]3([C:18](=[O:35])[CH2:19][CH2:20][CH2:21]4)[C:16]3[CH:15]=[C:14]([O:36][CH3:37])[CH:13]=[CH:12][C:11]2=3)=[O:9])[CH:2]=[CH:3][CH:4]=[CH:5][CH:6]=1 |f:1.2,3.4.5,6.7|. Reported procedure: Silver nitrate (1.43 g, 8.44 mmol) was added to a solution of Compound 315 (1.08 g, 2.11 mmol) in 48 mL of H2O-EtOH-THF (1:1:1) at 25° C. followed by stirring for 15 minutes. Potassium cyanide (0.962 g, 14.8 mmol) was then added and the mixture was stirred for one hour, concentrated in vacuo to 20 mL, poured into saturated aqueous sodium bicarbonate (30 mL), and extracted with dichloromethane (3×40 mL). The combined organic layers were dried (MgSO4) and evaporated in vacuo, and the residue was p... Reactants: C1CCNCC1, CCO, O=C1Cc2c(cccc2-c2ccc(F)c(Cl)c2)N1, Cc1cc(C(=O)NCCCN2CCCC2)c(C=O)[nH]1. Product: Cc1cc(C(=O)NCCCN2CCCC2)c(C=C2C(=O)Nc3cccc(-c4ccc(F)c(Cl)c4)c32)[nH]1. RXN SMILES: [CH2:38]1[CH2:39][CH2:40][NH:41][CH2:42][CH2:43]1.[CH3:44][CH2:45][OH:46].[Cl:1][c:2]1[cH:3][c:4](-[c:9]2[c:10]3[c:14]([cH:15][cH:16][cH:17]2)[NH:13][C:12](=[O:18])[CH2:11]3)[cH:5][cH:6][c:7]1[F:8].[N:19]1([CH2:24][CH2:25][CH2:26][NH:27][C:28](=[O:29])[c:30]2[c:31]([CH:36]=[O:37])[nH:32][c:33]([CH3:35])[cH:34]2)[CH2:20][CH2:21][CH2:22][CH2:23]1>>[Cl:1][c:2]1[cH:3][c:4](-[c:9]2[c:10]3[c:14]([cH:15][cH:16][cH:17]2)[NH:13][C:12](=[O:18])[C:11]3=[CH:36][c:31]2[c:30]([C:28]([NH:27][CH2:26][CH2:25][CH2:24][N:19]3[CH2:20][CH2:21][CH2:22][CH2:23]3)=[O:29])[cH:34][c:33]([CH3:35])[nH:32]2)[cH:5][cH:6][c:7]1[F:8]. Reactants: C(C=C)#N (acrylonitrile), CC(=C)C(=C)C (2,3-dimethylbuta-1,3-diene). Solvent: C1(=CC=CC=C1)C (toluene). The product is CC=1CC(CCC1C)C#N (3,4-dimethylcyclohex-3-enecarbonitrile). Isolated yield 87.0%. As a reaction SMILES: [C:1](#[N:4])[CH:2]=[CH2:3].[CH3:5][C:6]([C:8]([CH3:10])=[CH2:9])=[CH2:7]>C1(C)C=CC=CC=1>[CH3:7][C:6]1[CH2:5][CH:2]([C:1]#[N:4])[CH2:3][CH2:9][C:8]=1[CH3:10]. Procedure: A solution of acrylonitrile (1 eq.) and 2,3-dimethylbuta-1,3-diene (1.1 eq.) in toluene (2M) was pumped through a heated coil reactor at 240° C. with a residence time of 10 minutes. The resulting mixture was concentrated under reduced pressure and yielded the product as colorless oil (87% yield). The reactants are C(=O)(OCC1=CC=CC=C1)NCCCC[C@H](N)C(=O)O (Nε-carbobenzoxy-L-lysine), C(C)O (ethanol), Cl (hydrogen chloride). Run at time 3 day. Product: C(C)OC([C@@H](N)CCCCNC(=O)OCC1=CC=CC=C1)=O (Nε-Carbobenzoxy-L-lysine ethyl ester). Reaction SMILES: [C:1]([NH:11][CH2:12][CH2:13][CH2:14][CH2:15][C@@H:16]([C:18]([OH:20])=[O:19])[NH2:17])([O:3][CH2:4][C:5]1[CH:10]=[CH:9][CH:8]=[CH:7][CH:6]=1)=[O:2].Cl.[CH2:22](O)[CH3:23]>>[CH2:22]([O:19][C:18](=[O:20])[C@H:16]([CH2:15][CH2:14][CH2:13][CH2:12][NH:11][C:1]([O:3][CH2:4][C:5]1[CH:10]=[CH:9][CH:8]=[CH:7][CH:6]=1)=[O:2])[NH2:17])[CH3:23]. Reported procedure: To Nε-carbobenzoxy-L-lysine (69.7 g) was added ethanol (1000 ml) which had been saturated with anhydrous hydrogen chloride. The resulting solution was stirred at room temperature for three days. Ethanol was evaporated in vacuo and the residue was taken up in chloroform (500-600 ml). The chloroform was washed twice with saturated aqueous sodium bicarbonate, filtered and evaporated to afford the desired product as a colorless oil (69.9 g). Starting materials: CCCCOCCOc1ccc(-c2ccc3c(c2)C=C(C(=O)Nc2ccc(SCc4nncn4C)cc2)CCN3CC(C)C)cc1, ClCCl, [Na+], [Na+], O=C(OO)c1cccc(Cl)c1, O=S([O-])([O-])=S. The product is CCCCOCCOc1ccc(-c2ccc3c(c2)C=C(C(=O)Nc2ccc(S(=O)Cc4nncn4C)cc2)CCN3CC(C)C)cc1. RXN SMILES: [CH2:1]([CH2:2][CH2:3][CH3:4])[O:5][CH2:6][CH2:7][O:8][c:9]1[cH:10][cH:11][c:12](-[c:15]2[cH:16][cH:17][c:18]3[c:19]([cH:46]2)[CH:20]=[C:21]([C:29](=[O:30])[NH:31][c:32]2[cH:33][cH:34][c:35]([S:38][CH2:39][c:40]4[n:41][n:42][cH:43][n:44]4[CH3:45])[cH:36][cH:37]2)[CH2:22][CH2:23][N:24]3[CH2:25][CH:26]([CH3:27])[CH3:28])[cH:13][cH:14]1.[Cl:65][CH2:66][Cl:67].[Na+:63].[Na+:64].[OH:47][O:48][C:49]([c:50]1[cH:51][c:52]([Cl:53])[cH:54][cH:55][cH:56]1)=[O:57].[S:58]([O-:59])([O-:60])(=[O:61])=[S:62]>>[CH2:1]([CH2:2][CH2:3][CH3:4])[O:5][CH2:6][CH2:7][O:8][c:9]1[cH:10][cH:11][c:12](-[c:15]2[cH:16][cH:17][c:18]3[c:19]([cH:46]2)[CH:20]=[C:21]([C:29](=[O:30])[NH:31][c:32]2[cH:33][cH:34][c:35]([S:38]([CH2:39][c:40]4[n:41][n:42][cH:43][n:44]4[CH3:45])=[O:47])[cH:36][cH:37]2)[CH2:22][CH2:23][N:24]3[CH2:25][CH:26]([CH3:27])[CH3:28])[cH:13][cH:14]1. The reactants are COC(=O)C(=CCC1CCCC1)c1ccc(S(C)(=O)=O)cc1, CCO, [Na+], [OH-]. Yields the product CS(=O)(=O)c1ccc(C(=CCC2CCCC2)C(=O)O)cc1. RXN SMILES: [CH3:1][O:2][C:3]([C:4](=[CH:5][CH2:6][CH:7]1[CH2:8][CH2:9][CH2:10][CH2:11]1)[c:12]1[cH:13][cH:14][c:15]([S:18](=[O:19])(=[O:20])[CH3:21])[cH:16][cH:17]1)=[O:22].[CH3:25][CH2:26][OH:27].[Na+:24].[OH-:23]>>[O:2]=[C:3]([C:4](=[CH:5][CH2:6][CH:7]1[CH2:8][CH2:9][CH2:10][CH2:11]1)[c:12]1[cH:13][cH:14][c:15]([S:18](=[O:19])(=[O:20])[CH3:21])[cH:16][cH:17]1)[OH:22].